From a dataset of the Open Reaction Database (ORD), a public repository of structured organic reaction records. describe an organic reaction: reactants, conditions, products, and yield Reactants: NC1=NC(=CN=C1N1CCOCC1)OC (2-amino-3-morpholino-6-methoxypyrazine), N(=O)[O-].[Na+] (sodium nitrite), OC1=NC(=CN=C1N1CCOCC1)OC (2-hydroxy-3-morpholino-6-methoxypyrazine), P(=O)(Cl)(Cl)Cl (phosphorus oxychloride). Yields the product ClC1=NC(=CN=C1N1CCOCC1)OC (2-chloro-3-morpholino-6-methoxypyrazine). Reaction SMILES: N[C:2]1[C:7]([N:8]2[CH2:13][CH2:12][O:11][CH2:10][CH2:9]2)=[N:6][CH:5]=[C:4]([O:14][CH3:15])[N:3]=1.N([O-])=O.[Na+].OC1C(N2CCOCC2)=NC=C(OC)N=1.P(Cl)(Cl)([Cl:37])=O>>[Cl:37][C:2]1[C:7]([N:8]2[CH2:13][CH2:12][O:11][CH2:10][CH2:9]2)=[N:6][CH:5]=[C:4]([O:14][CH3:15])[N:3]=1 |f:1.2|. Procedure details: The 2-amino substituent of Step A product when treated with sodium nitrite as described in Step E of Preparation 81 is converted to the 2-hydroxy group. Treatment of the 2-hydroxy-3-morpholino-6-methoxypyrazine with phosphorus oxychloride by Preparation 13, Step B method, gives 2-chloro-3-morpholino-6-methoxypyrazine. The reactants are IC=1C=NN(C1)CC[C@](C(=O)OCC)(S(=O)(=O)C)C (Ethyl (2R)-4-(4-iodo-1H-pyrazol-1-yl)-2-methyl-2-(methylsulfonyl)butanoate), C1(=CCCC1)B(O)O (Cyclopent-1-en-1-ylboronic acid), P(=O)([O-])([O-])[O-].[K+].[K+].[K+] (potassium phosphate). Reagents/catalysts: Cl[Pd]([P](C1=CC=CC=C1)(C2=CC=CC=C2)C3=CC=CC=C3)([P](C4=CC=CC=C4)(C5=CC=CC=C5)C6=CC=CC=C6)Cl (PdCl2(PPh3)2). Reaction conditions: temperature 100 celsius. The product is C1(=CCCC1)C=1C=NN(C1)CC[C@](C(=O)OCC)(S(=O)(=O)C)C (ethyl (2R)-4-[4-(cyclopent-1-en-1-yl)-1H-pyrazol-1-yl]-2-methyl-2-(methylsulfonyl)butanoate). As a reaction SMILES: I[C:2]1[CH:3]=[N:4][N:5]([CH2:7][CH2:8][C@@:9]([CH3:19])([S:15]([CH3:18])(=[O:17])=[O:16])[C:10]([O:12][CH2:13][CH3:14])=[O:11])[CH:6]=1.[C:20]1(B(O)O)[CH2:24][CH2:23][CH2:22][CH:21]=1.P([O-])([O-])([O-])=O.[K+].[K+].[K+]>Cl[Pd](Cl)([P](C1C=CC=CC=1)(C1C=CC=CC=1)C1C=CC=CC=1)[P](C1C=CC=CC=1)(C1C=CC=CC=1)C1C=CC=CC=1>[C:20]1([C:2]2[CH:3]=[N:4][N:5]([CH2:7][CH2:8][C@@:9]([CH3:19])([S:15]([CH3:18])(=[O:17])=[O:16])[C:10]([O:12][CH2:13][CH3:14])=[O:11])[CH:6]=2)[CH2:24][CH2:23][CH2:22][CH:21]=1 |f:2.3.4.5,^1:38,57|. Procedure: Ethyl (2R)-4-(4-iodo-1H-pyrazol-1-yl)-2-methyl-2-(methylsulfonyl)butanoate (100 mg, 0.25 mmol, 1 eq) was weighed into a 40 mL vial equipped with a septa cap. Cyclopent-1-en-1-ylboronic acid (97 mg, 0.5 mmol, 2 eq) and potassium phosphate (159 mg, 0.75 mmol, 3 eq) was added, followed by PdCl2(PPh3)2 (18 mg, 0.025 mmol, 0.1 eq). The vial was evacuated and backfilled 3 times with nitrogen gas. 2-MeTHF (9 mL) and water (1 mL) were added to the vial and the mixture heated at 100° C. overnight. The re... The reactants are OCCCN1N=CC(=C1)C=1C=CC(=C2C(N(CC12)C)=O)NC1=NC(=NC=C1C(F)(F)F)NC1=C(C=C(CP(OCC)(OCC)=O)C=C1)OC (diethyl (4-{[4-({7-[1-(3-hydroxypropyl)-1H-pyrazol-4-yl]-2-methyl-3-oxo-2,3-dihydro-1H-isoindol-4-yl}amino)-5-(trifluoromethyl)pyrimidin-2-yl]amino}-3-methoxybenzyl)phosphonate), NC=1C(=NC(=CC1)C=1C=NN(C1)CC(CO)C)C(=O)NC (3-amino-6-[1-(3-hydroxy-2-methylpropyl)-1H-pyrazol-4-yl]-N-methylpyridine-2-carboxamide), NC=1C(=NC(=CC1)C=1C=NN(C1)CC(CO)C)C(=O)NC (3-amino-6-[1-(3-hydroxy-2-methylpropyl)-1H-pyrazol-4-yl]-N-methylpyridine-2-carboxamide). Product: OCC(CN1N=CC(=C1)C1=CC=C(C(=N1)C(NC)=O)NC1=NC(=NC=C1C(F)(F)F)NC1=C(C=C(CP(OCC)(OCC)=O)C=C1)OC)C (Diethyl (4-{[4-({6-[1-(3-hydroxy-2-methylpropyl)-1H-pyrazol-4-yl]-2-(methylcarbamoyl)pyridin-3-yl}amino)-5-(trifluoromethyl)pyrimidin-2-yl]amino}-3-methoxybenzyl)phosphonate). Reaction SMILES: OCCCN1C=C(C2C=CC(N[C:22]3[C:27]([C:28]([F:31])([F:30])[F:29])=[CH:26][N:25]=[C:24]([NH:32][C:33]4[CH:47]=[CH:46][C:36]([CH2:37][P:38](=[O:45])([O:42][CH2:43][CH3:44])[O:39][CH2:40][CH3:41])=[CH:35][C:34]=4[O:48][CH3:49])[N:23]=3)=C3C=2CN(C)C3=O)C=N1.[NH2:50][C:51]1[C:52]([C:67]([NH:69][CH3:70])=[O:68])=[N:53][C:54]([C:57]2[CH:58]=[N:59][N:60]([CH2:62][CH:63]([CH3:66])[CH2:64][OH:65])[CH:61]=2)=[CH:55][CH:56]=1>>[OH:65][CH2:64][CH:63]([CH3:66])[CH2:62][N:60]1[CH:61]=[C:57]([C:54]2[N:53]=[C:52]([C:67](=[O:68])[NH:69][CH3:70])[C:51]([NH:50][C:26]3[C:27]([C:28]([F:29])([F:30])[F:31])=[CH:22][N:23]=[C:24]([NH:32][C:33]4[CH:47]=[CH:46][C:36]([CH2:37][P:38](=[O:45])([O:42][CH2:43][CH3:44])[O:39][CH2:40][CH3:41])=[CH:35][C:34]=4[O:48][CH3:49])[N:25]=3)=[CH:56][CH:55]=2)[CH:58]=[N:59]1. Procedure: Prepared analogously to Compound 1B using replacing compound 1C with 3-amino-6-[1-(3-hydroxy-2-methylpropyl)-1H-pyrazol-4-yl]-N-methylpyridine-2-carboxamide (Compound 18C). 1H NMR (CD3OD, 400 MHz): δ=8.92 (br. s., 1H) 8.51 (s, 1H) 8.37 (br. s., 1H) 8.31 (s, 1H) 7.77 (d, J=8.8 Hz, 1H) 7.54 (d, J=7.8 Hz, 1H) 7.17 (s, 1H) 7.04 (d, J=7.8 Hz, 1H) 4.29 (dd, J=13.8, 6.44 Hz, 1H) 4.00-4.16 (m, 5H) 3.89 (s, 3H) 3.47 (d, J=5.6 Hz, 2H) 3.37 (d, J=21.7 Hz, 2H) 3.00 (s, 3H) 2.26 (dq, J=12.8, 6.4 Hz, 1H) 1.27... The reactants are COC1=C2CCCC(C2=CC=C1)=O (5-methoxy-1-tetralone), N1CCCC1 (pyrrolidine). Reagents/catalysts: [Ti](Cl)(Cl)(Cl)Cl (Titanium tetrachloride). The solvent is C1(=CC=CC=C1)C (toluene), C1(=CC=CC=C1)C (toluene). Conditions: time 2 hour. The product is COC1=C2CCC=C(C2=CC=C1)N1CCCC1 (5-Methoxy-1-pyrrolidinyl-3,4-dihydronaphthalene). RXN SMILES: [CH3:1][O:2][C:3]1[CH:12]=[CH:11][CH:10]=[C:9]2[C:4]=1[CH2:5][CH2:6][CH2:7][C:8]2=O.[NH:14]1[CH2:18][CH2:17][CH2:16][CH2:15]1>C1(C)C=CC=CC=1.[Ti](Cl)(Cl)(Cl)Cl>[CH3:1][O:2][C:3]1[CH:12]=[CH:11][CH:10]=[C:9]2[C:4]=1[CH2:5][CH2:6][CH:7]=[C:8]2[N:14]1[CH2:18][CH2:17][CH2:16][CH2:15]1. Procedure details: Titanium tetrachloride (31.1 ml) in dry toluene (210 ml) is added slowly to a stirred solution of 5-methoxy-1-tetralone (100 g) and pyrrolidine (263 g) in anhydrous toluene (2 l) cooled in a methanol ice bath under N2 while maintaining a temperature of less than 7° C. When the addition is complete, the reaction mixture is allowed to stir at RT for 31/2 hrs. The reaction mixture is filtered, the solid washed with anhydrous toluene, and the filtrate evaporated in vacuo, resulting in a gold viscous... Starting materials: CCOC(=O)CBr, O=C([O-])[O-], CC#N, [K+], [K+], O=C1CC2(CCCCC2)Sc2cc(O)cc(O)c21. Yields the product CCOC(=O)COc1cc(O)c2c(c1)SC1(CCCCC1)CC2=O. RXN SMILES: [Br:19][CH2:20][C:21](=[O:22])[O:23][CH2:24][CH3:25].[C:26](=[O:27])([O-:28])[O-:29].[CH3:32][C:33]#[N:34].[K+:30].[K+:31].[OH:1][c:2]1[cH:3][c:4]([OH:18])[cH:5][c:6]2[c:7]1[C:8](=[O:17])[CH2:9][C:10]1([S:11]2)[CH2:12][CH2:13][CH2:14][CH2:15][CH2:16]1>>[OH:1][c:2]1[cH:3][c:4]([O:18][CH2:20][C:21](=[O:22])[O:23][CH2:24][CH3:25])[cH:5][c:6]2[c:7]1[C:8](=[O:17])[CH2:9][C:10]1([S:11]2)[CH2:12][CH2:13][CH2:14][CH2:15][CH2:16]1. The reactants are C(C)(C)(C)C=1N=C(C2=C(N1)N(N=N2)CC2=C(C=CC=C2)Cl)N2CCOCC2 (5-tert-Butyl-3-(2-chloro-benzyl)-7-morpholin-4-yl-3H-[1,2,3]triazolo[4,5-d]pyrimidine), C(C)(C)(C)C=1N=C(C2=C(N1)N(N=N2)CC2=C(C=CC=C2)Cl)Cl (5-tert-butyl-7-chloro-3-(2-chlorobenzyl)-3H-[1,2,3]triazolo[4,5-d]pyrimidine), S1CNCC1 (thiazolidine). The product is C(C)(C)(C)C=1N=C(C2=C(N1)N(N=N2)CC2=C(C=CC=C2)Cl)N2CSCC2 (5-tert-Butyl-3-(2-chloro-benzyl)-7-thiazolidin-3-yl-3H-[1,2,3]triazolo[4,5-d]pyrimidine), gum. Isolated yield 58.0%. As a reaction SMILES: [C:1]([C:5]1[N:6]=[C:7]([N:22]2[CH2:27][CH2:26]OC[CH2:23]2)[C:8]2[N:13]=[N:12][N:11]([CH2:14][C:15]3[CH:20]=[CH:19][CH:18]=[CH:17][C:16]=3[Cl:21])[C:9]=2[N:10]=1)([CH3:4])([CH3:3])[CH3:2].C(C1N=C(Cl)C2N=NN(CC3C=CC=CC=3Cl)C=2N=1)(C)(C)C.[S:50]1CCNC1>>[C:1]([C:5]1[N:6]=[C:7]([N:22]2[CH2:27][CH2:26][S:50][CH2:23]2)[C:8]2[N:13]=[N:12][N:11]([CH2:14][C:15]3[CH:20]=[CH:19][CH:18]=[CH:17][C:16]=3[Cl:21])[C:9]=2[N:10]=1)([CH3:4])([CH3:3])[CH3:2]. Procedure: In analogy to the procedure described for the synthesis of 5-tert-butyl-3-(2-chloro-benzyl)-7-morpholin-4-yl-3H-[1,2,3]triazolo[4,5-d]pyrimidine (example 1, step c), the title compound was prepared from 5-tert-butyl-7-chloro-3-(2-chlorobenzyl)-3H-[1,2,3]triazolo[4,5-d]pyrimidine and thiazolidine and isolated as light-yellow gum (10.6 mg, 58%). MS (m/e): 389.4 (MH+).